Dataset: the Open Reaction Database (ORD), a public repository of structured organic reaction records. Task: describe an organic reaction: reactants, conditions, products, and yield Reactants: C(C)(C)(C)OC(=O)N1C[C@@H]2N(C=3C=C(C=CC3C2)Br)[C@@H](C1)C ((4R,10aR)-7-bromo-4-methyl-3,4,10,10a-tetrahydro-1H-pyrazino[1,2-a]indole-2-carboxylic acid tert-butyl ester), C(C1=CC=CC=C1)(C1=CC=CC=C1)=N (benzophenone imine), C1(=CC=CC=C1)P(C1=C(C2=CC=CC=C2C=C1)C1=C(C=CC2=CC=CC=C12)P(C1=CC=CC=C1)C1=CC=CC=C1)C1=CC=CC=C1 (2,2′-bis(diphenylphosphino)-1,1′-binaphtalene), sodium tert-butylate. Solvent: C(C)OCC (diethyl ether), C1(=CC=CC=C1)C (toluene). Conditions: temperature 80 celsius. Product: C(C)(C)(C)OC(=O)N1C[C@@H]2N(C=3C=C(C=CC3C2)N=C(C2=CC=CC=C2)C2=CC=CC=C2)[C@@H](C1)C ((4R,10aR)-7-(Benzhydrylidene-amino)-4-methyl-3,4,10,10a-tetrahydro-1H-pyrazino[1,2-a]indole-2-carboxylic acid tert-butyl ester), foam. Isolated yield 89.0%. RXN SMILES: [C:1]([O:5][C:6]([N:8]1[CH2:21][C@@H:20]([CH3:22])[N:11]2[C:12]3[CH:13]=[C:14](Br)[CH:15]=[CH:16][C:17]=3[CH2:18][C@@H:10]2[CH2:9]1)=[O:7])([CH3:4])([CH3:3])[CH3:2].[C:23](=[NH:36])([C:30]1[CH:35]=[CH:34][CH:33]=[CH:32][CH:31]=1)[C:24]1[CH:29]=[CH:28][CH:27]=[CH:26][CH:25]=1.C1(P(C2C=CC=CC=2)C2C=CC3C(=CC=CC=3)C=2C2C3C(=CC=CC=3)C=CC=2P(C2C=CC=CC=2)C2C=CC=CC=2)C=CC=CC=1>C1(C)C=CC=CC=1.C(OCC)C>[C:1]([O:5][C:6]([N:8]1[CH2:21][C@@H:20]([CH3:22])[N:11]2[C:12]3[CH:13]=[C:14]([N:36]=[C:23]([C:24]4[CH:29]=[CH:28][CH:27]=[CH:26][CH:25]=4)[C:30]4[CH:35]=[CH:34][CH:33]=[CH:32][CH:31]=4)[CH:15]=[CH:16][C:17]=3[CH2:18][C@@H:10]2[CH2:9]1)=[O:7])([CH3:4])([CH3:3])[CH3:2]. Reported procedure: A mixture of (4R,10aR)-7-bromo-4-methyl-3,4,10,10a-tetrahydro-1H-pyrazino[1,2-a]indole-2-carboxylic acid tert-butyl ester (3.0 g, 8 mmol), benzophenone imine (1.52 g, 8 mmol), tris(dibenzylideneacetone)dipalladium chloroform complex (85 mg, 0.08 mmol), 2,2′-bis(diphenylphosphino)-1,1′-binaphtalene (153 mg, 0.24 mmol) and sodium tert-butylate (1.1 g, 11.4 mmol) in toluene (30 mL) was heated to 80° C. for 3 h. After cooling the mixture was diluted with diethyl ether (300 mL) and filtered through C... The reactants are NC1=C(C=C(C=C1)CC(=O)OC)I (methyl (4-amino-3-iodophenyl)acetate), C(OCC)(OCC)OCC (triethyl orthoformate), [N-]=[N+]=[N-].[Na+] (sodium azide). The solvent is CC(=O)O (HOAc). Conditions: temperature 100 celsius. Yields the product IC=1C=C(C=CC1N1N=NN=C1)CC(=O)OC (methyl [3-iodo-4-(1H-tetrazol-1-yl)phenyl]acetate). Reaction SMILES: [NH2:1][C:2]1[CH:7]=[CH:6][C:5]([CH2:8][C:9]([O:11][CH3:12])=[O:10])=[CH:4][C:3]=1[I:13].[CH:14](OCC)(OCC)OCC.[N-:24]=[N+:25]=[N-:26].[Na+]>CC(O)=O>[I:13][C:3]1[CH:4]=[C:5]([CH2:8][C:9]([O:11][CH3:12])=[O:10])[CH:6]=[CH:7][C:2]=1[N:1]1[CH:14]=[N:26][N:25]=[N:24]1 |f:2.3|. Procedure: A solution of methyl (4-amino-3-iodophenyl)acetate (5 g, 17.2 mmol) and triethyl orthoformate (7.6 mg, 51.5 mmol) in 40 mL of HOAc was added sodium azide (1.2 g, 17.2 mmol), and the mixture was heated to 100° C. for 3 hours. The reaction mixture was cooled to ambient temperature. The solvent was removed under vacuum. The residue was dissolved in EtOAc, washed with water, dried over anhydrous sodium sulfate, and concentrated. The residue was purified by column chromatograph to afford methyl [3-io... Reactants: CC(=O)O, Nc1ncc(Cl)cc1F, OO. Product: Nc1c(F)cc(Cl)c[n+]1[O-]. RXN SMILES: [CH3:12][C:13](=[O:14])[OH:15].[Cl:1][c:2]1[cH:3][c:4]([F:9])[c:5]([NH2:8])[n:6][cH:7]1.[OH:10][OH:11]>>[Cl:1][c:2]1[cH:3][c:4]([F:9])[c:5]([NH2:8])[n+:6]([O-:10])[cH:7]1. As a reaction SMILES: [C:20](=[O:21])([O-:22])[O-:23].[CH2:31]([C:32]#[CH:33])[Br:34].[CH3:26][N:27]([CH3:28])[CH:29]=[O:30].[Cl:1][c:2]1[cH:3][c:4]([F:19])[c:5](-[n:9]2[n:10][c:11]3[c:12]([n+:13]2[O-:14])[CH2:15][CH2:16][CH2:17][CH2:18]3)[cH:6][c:7]1[OH:8].[K+:24].[K+:25].[OH2:35]>>[Cl:1][c:2]1[cH:3][c:4]([F:19])[c:5](-[n:9]2[n:10][c:11]3[c:12]([n+:13]2[O-:14])[CH2:15][CH2:16][CH2:17][CH2:18]3)[cH:6][c:7]1[O:8][CH2:33][C:32]#[CH:31]. Yields the product C#CCOc1cc(-n2nc3c([n+]2[O-])CCCC3)c(F)cc1Cl. Starting materials: O=C([O-])[O-], C#CCBr, CN(C)C=O, [O-][n+]1c2c(nn1-c1cc(O)c(Cl)cc1F)CCCC2, [K+], [K+], O. Product: NCCCN1CCN(CC1)C1=CC=CC=C1 (1-(3-Aminopropyl)-4-phenylpiperazine). Yield: 56.3%. Reactants: C1(=CC=CC=C1)N1CCNCC1 (4-Phenylpiperazine), Br.BrCCCN (3-bromopropylamine hydrobromide), C([O-])([O-])=O.[K+].[K+] (potassium carbonate), CC(=O)C (acetone). The solvent is CCO (EtOH). Procedure details: 4-Phenylpiperazine (5.00 g, 30.8 mmol, 1.00 equiv, Aldrich), 3-bromopropylamine hydrobromide (8.09 g, 37.0 mmol, 1.20 equiv) and potassium carbonate (8.51 g, 61.6 mmol, 2.00 equiv) were stirred in refluxing acetone (200 mL) and EtOH (40 mL) for 14 hours. After removal of the solvents, water (250 mL) was added and the pH was adjusted to 11-12 by addition of 1N aqueous NaOH. The mixture was extracted with CH2Cl2 (4×250 mL). The combined organic solutions were dried over MgSO4 and concentrated. The... RXN SMILES: [C:1]1([N:7]2[CH2:12][CH2:11][NH:10][CH2:9][CH2:8]2)[CH:6]=[CH:5][CH:4]=[CH:3][CH:2]=1.Br.Br[CH2:15][CH2:16][CH2:17][NH2:18].C(=O)([O-])[O-].[K+].[K+].CC(C)=O>CCO>[NH2:18][CH2:17][CH2:16][CH2:15][N:10]1[CH2:11][CH2:12][N:7]([C:1]2[CH:6]=[CH:5][CH:4]=[CH:3][CH:2]=2)[CH2:8][CH2:9]1 |f:1.2,3.4.5|. Starting materials: [BH4-], CC(C)=O, CO, CC(NC(c1ccccc1)c1cccc([N+](=O)[O-])c1)c1ccccc1, [Na+], Cl[Ni]Cl, O, O, O, O, O, O. RXN SMILES: [BH4-:26].[CH3:28][C:29](=[O:30])[CH3:31].[CH3:32][OH:33].[N+:1]([O-:2])(=[O:3])[c:4]1[cH:5][c:6]([CH:10]([NH:11][CH:12]([CH3:13])[c:14]2[cH:15][cH:16][cH:17][cH:18][cH:19]2)[c:20]2[cH:21][cH:22][cH:23][cH:24][cH:25]2)[cH:7][cH:8][cH:9]1.[Na+:27].[Ni:40]([Cl:41])[Cl:42].[OH2:34].[OH2:35].[OH2:36].[OH2:37].[OH2:38].[OH2:39]>>[NH2:1][c:4]1[cH:5][c:6]([CH:10]([NH:11][CH:12]([CH3:13])[c:14]2[cH:15][cH:16][cH:17][cH:18][cH:19]2)[c:20]2[cH:21][cH:22][cH:23][cH:24][cH:25]2)[cH:7][cH:8][cH:9]1. The product is CC(NC(c1ccccc1)c1cccc(N)c1)c1ccccc1. The reactants are CC(C)(C)OC(=O)N1CCCN(c2nc3ccccc3[nH]2)CC1, CC(C)(C)[Si](C)(C)OCCI, CN(C)C=O, [H-], [Na+]. Yields the product CC(C)(C)OC(=O)N1CCCN(c2nc3ccccc3n2CCO[Si](C)(C)C(C)(C)C)CC1. Reaction SMILES: [C:1]([CH3:2])([CH3:3])([CH3:4])[O:5][C:6](=[O:7])[N:8]1[CH2:9][CH2:10][N:11]([c:15]2[n:16][c:17]3[c:18]([nH:19]2)[cH:20][cH:21][cH:22][cH:23]3)[CH2:12][CH2:13][CH2:14]1.[C:26]([CH3:27])([CH3:28])([CH3:29])[Si:30]([O:31][CH2:32][CH2:33][I:34])([CH3:35])[CH3:36].[CH3:37][N:38]([CH3:39])[CH:40]=[O:41].[H-:24].[Na+:25]>>[C:1]([CH3:2])([CH3:3])([CH3:4])[O:5][C:6](=[O:7])[N:8]1[CH2:9][CH2:10][N:11]([c:15]2[n:16]([CH2:33][CH2:32][O:31][Si:30]([C:26]([CH3:27])([CH3:28])[CH3:29])([CH3:35])[CH3:36])[c:17]3[c:18]([n:19]2)[cH:20][cH:21][cH:22][cH:23]3)[CH2:12][CH2:13][CH2:14]1. Starting materials: N=1N(N=CC1)C1=C(CN2C(C3(CCC2)CCN(CC3)C(=O)OC(C)(C)C)=O)C=CC=C1 (tert-butyl 2-(2-(2H-1,2,3-triazol-2-yl)benzyl)-1-oxo-2,9-diazaspiro[5.5]-undecane-9-carboxylate), C(=O)(C(F)(F)F)O (TFA). Solvent: ClCCl (dichloromethane). Run at time 25 minute. Product: N=1N(N=CC1)C1=C(CN2C(C3(CCC2)CCNCC3)=O)C=CC=C1 (2-(2-(2H-1,2,3-triazol-2-yl)benzyl)-2,9-diazaspiro[5.5]undecan-1-one). Yield: 209.6%. Reaction SMILES: [N:1]1[N:2]([C:6]2[CH:31]=[CH:30][CH:29]=[CH:28][C:7]=2[CH2:8][N:9]2[CH2:14][CH2:13][CH2:12][C:11]3([CH2:19][CH2:18][N:17](C(OC(C)(C)C)=O)[CH2:16][CH2:15]3)[C:10]2=[O:27])[N:3]=[CH:4][CH:5]=1.C(O)(C(F)(F)F)=O>ClCCl>[N:1]1[N:2]([C:6]2[CH:31]=[CH:30][CH:29]=[CH:28][C:7]=2[CH2:8][N:9]2[CH2:14][CH2:13][CH2:12][C:11]3([CH2:15][CH2:16][NH:17][CH2:18][CH2:19]3)[C:10]2=[O:27])[N:3]=[CH:4][CH:5]=1. Procedure details: To a solution of tert-butyl 2-(2-(2H-1,2,3-triazol-2-yl)benzyl)-1-oxo-2,9-diazaspiro[5.5]-undecane-9-carboxylate (1.76 g, 4.09 mmol) in dichloromethane (15 mL) was added TFA (3.15 mL, 40.9 mmol). The solution was stirred for 25 min at rt. After completion of the reaction the mixture was evaporated to dryness. The residue was dried under high vacuum to yield the title compound as a solid (2.79 g, quant.). [1H NMR (400 MHz, DMSO-d6) ♀ ppm 8.42 (br s, 2H), 8.11 (s, 2H), 7.64-7.60 (m, 1H), 7.51-7.47...